This data is from the Open Reaction Database (ORD), a public repository of structured organic reaction records. The task is: describe an organic reaction: reactants, conditions, products, and yield The reactants are N1N=CC=C1B(O)O ((1H-pyrazol-5-yl)boronic acid), ClC1=CC(=C(C=C1)C1=NN=C(S1)N(C1CC(NC(C1)(C)C)(C)C)C)OC (5-(4-chloro-2-methoxyphenyl)-N-methyl-N-(2,2,6,6-tetramethylpiperidin-4-yl)-1,3,4-thiadiazol-2-amine), C(=O)([O-])[O-].[Na+].[Na+] (Na2CO3). The reagents and catalysts are C=1C=CC(=CC1)[P](C=2C=CC=CC2)(C=3C=CC=CC3)[Pd]([P](C=4C=CC=CC4)(C=5C=CC=CC5)C=6C=CC=CC6)([P](C=7C=CC=CC7)(C=8C=CC=CC8)C=9C=CC=CC9)[P](C=1C=CC=CC1)(C=1C=CC=CC1)C=1C=CC=CC1 (Pd(PPh3)4). The solvent is O (water), O1CCOCC1 (dioxane). Conditions: temperature 120 celsius. The product is COC1=C(C=CC(=C1)C1=CC=NN1)C1=NN=C(S1)N(C1CC(NC(C1)(C)C)(C)C)C (5-(2-Methoxy-4-(1H-pyrazol-5-yl)phenyl)-N-methyl-N-(2,2,6,6-tetramethylpiperidin-4-yl)-1,3,4-thiadiazol-2-amine). The yield is 23.1%. RXN SMILES: [NH:1]1[C:5](B(O)O)=[CH:4][CH:3]=[N:2]1.Cl[C:10]1[CH:15]=[CH:14][C:13]([C:16]2[S:20][C:19]([N:21]([CH3:32])[CH:22]3[CH2:27][C:26]([CH3:29])([CH3:28])[NH:25][C:24]([CH3:31])([CH3:30])[CH2:23]3)=[N:18][N:17]=2)=[C:12]([O:33][CH3:34])[CH:11]=1.C([O-])([O-])=O.[Na+].[Na+]>O1CCOCC1.O.C1C=CC([P]([Pd]([P](C2C=CC=CC=2)(C2C=CC=CC=2)C2C=CC=CC=2)([P](C2C=CC=CC=2)(C2C=CC=CC=2)C2C=CC=CC=2)[P](C2C=CC=CC=2)(C2C=CC=CC=2)C2C=CC=CC=2)(C2C=CC=CC=2)C2C=CC=CC=2)=CC=1>[CH3:34][O:33][C:12]1[CH:11]=[C:10]([C:5]2[NH:1][N:2]=[CH:3][CH:4]=2)[CH:15]=[CH:14][C:13]=1[C:16]1[S:20][C:19]([N:21]([CH3:32])[CH:22]2[CH2:27][C:26]([CH3:28])([CH3:29])[NH:25][C:24]([CH3:31])([CH3:30])[CH2:23]2)=[N:18][N:17]=1 |f:2.3.4,^1:51,53,72,91|. Procedure details: To a stirred suspension of (1H-pyrazol-5-yl)boronic acid (14 mg, 0.139 mmol) and 5-(4-chloro-2-methoxyphenyl)-N-methyl-N-(2,2,6,6-tetramethylpiperidin-4-yl)-1,3,4-thiadiazol-2-amine (50 mg, 0.127 mmol) in dioxane (1 mL) was added Pd(PPh3)4 (7 mg, 0.006 mmol) followed by a solution of Na2CO3 (40 mg, 0.380 mmol) in water (0.25 mL). The reaction mixture was purged with nitrogen, sealed, and heated at 120° C. under microwave irradiation for 30 minutes, then again at 145° C. Additional catalyst and b... Reactants: C(C1=CC=CC=C1)NC1=NC=NC2=C1N=C(N=C2N2CCS(CC2)(=O)=O)Cl (8-benzylamino-2-chloro-4-(1,1-dioxido-thiomorpholino)pyrimido[5,4-d]pyrimidine), OCCN (2-hydroxyethyl-amine). The product is C(C1=CC=CC=C1)NC1=NC=NC2=C1N=C(N=C2N2CCS(CC2)(=O)=O)NCCO (8-Benzylamino-2-(2-hydroxyethyl-amino)-4-(1,1-dioxidothiomorpholino)-pyrimido[5,4-d]pyrimidine). As a reaction SMILES: [CH2:1]([NH:8][C:9]1[C:14]2[N:15]=[C:16](Cl)[N:17]=[C:18]([N:19]3[CH2:24][CH2:23][S:22](=[O:26])(=[O:25])[CH2:21][CH2:20]3)[C:13]=2[N:12]=[CH:11][N:10]=1)[C:2]1[CH:7]=[CH:6][CH:5]=[CH:4][CH:3]=1.[OH:28][CH2:29][CH2:30][NH2:31]>>[CH2:1]([NH:8][C:9]1[C:14]2[N:15]=[C:16]([NH:31][CH2:30][CH2:29][OH:28])[N:17]=[C:18]([N:19]3[CH2:24][CH2:23][S:22](=[O:26])(=[O:25])[CH2:21][CH2:20]3)[C:13]=2[N:12]=[CH:11][N:10]=1)[C:2]1[CH:7]=[CH:6][CH:5]=[CH:4][CH:3]=1. Procedure: This compound was prepared analogous to Example 2 from 8-benzylamino-2-chloro-4-(1,1-dioxido-thiomorpholino)pyrimido[5,4-d]pyrimidine (melting point: 213°-215° C.) and 2-hydroxyethyl-amine. Starting materials: CNC1=CC(=NC=N1)OC=1C=C2C=CC=NC2=CC1 (6-methylamino-4-(quinolin-6-yloxy)-pyrimidine). Reagents/catalysts: O=[Pt]=O (PtO2). The solvent is C1CCOC1.C(C)(=O)O (THF acetic acid). The product is CNC1=CC(=NC=N1)OC=1C=C2CCCNC2=CC1 (6-Methylamino-4-(1,2,3,4-tetrahydro-quinolin-6-yloxy)-pyrimidine). Reaction SMILES: [CH3:1][NH:2][C:3]1[N:8]=[CH:7][N:6]=[C:5]([O:9][C:10]2[CH:11]=[C:12]3[C:17](=[CH:18][CH:19]=2)[N:16]=[CH:15][CH:14]=[CH:13]3)[CH:4]=1>C1COCC1.C(O)(=O)C.O=[Pt]=O>[CH3:1][NH:2][C:3]1[N:8]=[CH:7][N:6]=[C:5]([O:9][C:10]2[CH:11]=[C:12]3[C:17](=[CH:18][CH:19]=2)[NH:16][CH2:15][CH2:14][CH2:13]3)[CH:4]=1 |f:1.2|. Reported procedure: In the presence of 1 g of PtO2 (Engelhard 7018), a solution of 2.63 g (10.4 mM) 6-methylamino-4-(quinolin-6-yloxy)-pyrimidine in 175 ml of THF/acetic acid 4:1 is hydrogenated. The catalyst is filtered off and the filtrate concentrated in vacuo. The residue is diluted with EtOAc and sat. Na2CO3 solution and extracted 3× with EtOAc. The organic phases are washed with water and brine, dried (Na2SO4) and partially concentrated in vacuo. The crystallized title compound can be filtered off and washed ... The reactants are C1(CC1)N(C(=O)[C@H]1CN(CC[C@@H]1C1=CC=C(C=C1)OCCOC1=C(C=C(C=C1Cl)C)Cl)C(=O)OC(C)(C)C)CC1=CC(=CC(=C1)CCCOC)O (tert-butyl (3R,4S)-3-({cyclopropyl[3-hydroxy-5-(3-methoxy-propyl)benzyl]-amino}carbonyl)-4-{4-[2-(2,6-dichloro-4-methylphenoxy)ethoxy]-phenyl}piperidine-1-carboxylate), ClCCOC1CC1 ((2-chloroethoxy)cyclopropane), C([O-])([O-])=O.[Cs+].[Cs+] (cesium carbonate). Solvent: CN(C)C=O (DMF), CCOCC (ether). Conditions: temperature 100 celsius, time 3 hour. The product is C1(CC1)N(C(=O)[C@H]1CN(CC[C@@H]1C1=CC=C(C=C1)OCCOC1=C(C=C(C=C1Cl)C)Cl)C(=O)OC(C)(C)C)CC1=CC(=CC(=C1)CCCOC)OCCOC1CC1 (tert-Butyl (3R,4S)-3-({cyclopropyl[3-[2-(cyclopropyloxy)ethoxy]-5-(3-methoxypropyl)benzyl]amino}carbonyl)-4-{4-[2-(2,6-dichloro-4-methylphenoxy)-ethoxy]phenyl}piperidine-1-carboxylate). Reaction SMILES: [CH:1]1([N:4]([CH2:39][C:40]2[CH:45]=[C:44]([CH2:46][CH2:47][CH2:48][O:49][CH3:50])[CH:43]=[C:42]([OH:51])[CH:41]=2)[C:5]([C@@H:7]2[C@@H:12]([C:13]3[CH:18]=[CH:17][C:16]([O:19][CH2:20][CH2:21][O:22][C:23]4[C:28]([Cl:29])=[CH:27][C:26]([CH3:30])=[CH:25][C:24]=4[Cl:31])=[CH:15][CH:14]=3)[CH2:11][CH2:10][N:9]([C:32]([O:34][C:35]([CH3:38])([CH3:37])[CH3:36])=[O:33])[CH2:8]2)=[O:6])[CH2:3][CH2:2]1.Cl[CH2:53][CH2:54][O:55][CH:56]1[CH2:58][CH2:57]1.C(=O)([O-])[O-].[Cs+].[Cs+]>CN(C=O)C.CCOCC>[CH:1]1([N:4]([CH2:39][C:40]2[CH:45]=[C:44]([CH2:46][CH2:47][CH2:48][O:49][CH3:50])[CH:43]=[C:42]([O:51][CH2:53][CH2:54][O:55][CH:56]3[CH2:58][CH2:57]3)[CH:41]=2)[C:5]([C@@H:7]2[C@@H:12]([C:13]3[CH:14]=[CH:15][C:16]([O:19][CH2:20][CH2:21][O:22][C:23]4[C:28]([Cl:29])=[CH:27][C:26]([CH3:30])=[CH:25][C:24]=4[Cl:31])=[CH:17][CH:18]=3)[CH2:11][CH2:10][N:9]([C:32]([O:34][C:35]([CH3:38])([CH3:37])[CH3:36])=[O:33])[CH2:8]2)=[O:6])[CH2:3][CH2:2]1 |f:2.3.4|. Procedure: To a solution of tert-butyl (3R,4S)-3-({cyclopropyl[3-hydroxy-5-(3-methoxy-propyl)benzyl]-amino}carbonyl)-4-{4-[2-(2,6-dichloro-4-methylphenoxy)ethoxy]-phenyl}piperidine-1-carboxylate (1 eq.) from Example 1/Step 2 in DMF (0.1 M) was added (2-chloroethoxy)cyclopropane (3 eq.) and cesium carbonate (2 eq.). The reaction was heated to 100° C. and stirred for 3 h. After cooling to rt, the reaction was diluted with ether. The organic extract was washed with water, brine, dried over MgSO4, and concentr... Reactants: ClC=1C(=NC(=NC1)NC1=CC(=NN1C)C(=O)OC)NC (methyl 5-(5-chloro-4-(methylamino)pyrimidin-2-ylamino)-1-methyl-1H-pyrazole-3-carboxylate), [Li+].[OH-] (LiOH), O1CCCC1 (tetrahydrofuran). Solvent: O (water). Conditions: time 18 hour. The product is ClC=1C(=NC(=NC1)NC1=CC(=NN1C)C(=O)O)NC (5-(5-chloro-4-(methylamino)pyrimidin-2-ylamino)-1-methyl-1H-pyrazole-3-carboxylic acid). Yield: 63.2%. As a reaction SMILES: [Cl:1][C:2]1[C:3]([NH:19][CH3:20])=[N:4][C:5]([NH:8][C:9]2[N:13]([CH3:14])[N:12]=[C:11]([C:15]([O:17]C)=[O:16])[CH:10]=2)=[N:6][CH:7]=1.[Li+].[OH-].O1CCCC1>O>[Cl:1][C:2]1[C:3]([NH:19][CH3:20])=[N:4][C:5]([NH:8][C:9]2[N:13]([CH3:14])[N:12]=[C:11]([C:15]([OH:17])=[O:16])[CH:10]=2)=[N:6][CH:7]=1 |f:1.2|. Reported procedure: To a 100 mL round bottom flask equipped with a stir bar was added 0.964 g of methyl 5-(5-chloro-4-(methylamino)pyrimidin-2-ylamino)-1-methyl-1H-pyrazole-3-carboxylate, 0.28 g of LiOH, 15 mL of tetrahydrofuran and 10 mL of water. The reaction was stirred at room temperature for 18 hours. The tetrahydrofuran was removed in vacuo and the aqueous layer was acidified to pH 5 with 1N HCl. The aqueous layer was partitioned with ethyl acetate and the organic layer washed with brine, dried over MgSO4, fi... The reactants are CC#N, Cc1cc([N+](=O)[O-])ccc1N, ClC1=NCCC1. The product is Cc1cc([N+](=O)[O-])ccc1NC1=NCCC1. Reaction SMILES: [CH3:18][C:19]#[N:20].[CH3:7][c:8]1[c:9]([NH2:10])[cH:11][cH:12][c:13]([N+:15](=[O:16])[O-:17])[cH:14]1.[Cl:1][C:2]1=[N:3][CH2:4][CH2:5][CH2:6]1>>[C:2]1([NH:10][c:9]2[c:8]([CH3:7])[cH:14][c:13]([N+:15](=[O:16])[O-:17])[cH:12][cH:11]2)=[N:3][CH2:4][CH2:5][CH2:6]1. Starting materials: CCOC(=O)c1cnc(Cl)nc1NCC1CCCN(C(=O)OCc2ccccc2)C1, C1CCOC1, Cl, [Li+], [OH-], O. The product is O=C(O)c1cnc(Cl)nc1NCC1CCCN(C(=O)OCc2ccccc2)C1. Reaction SMILES: [CH2:1]([c:2]1[cH:3][cH:4][cH:5][cH:6][cH:7]1)[O:8][C:9](=[O:10])[N:11]1[CH2:12][CH:13]([CH2:17][NH:18][c:19]2[n:20][c:21]([Cl:30])[n:22][cH:23][c:24]2[C:25](=[O:26])[O:27][CH2:28][CH3:29])[CH2:14][CH2:15][CH2:16]1.[CH2:35]1[O:36][CH2:37][CH2:38][CH2:39]1.[ClH:34].[Li+:32].[OH-:31].[OH2:33]>>[CH2:1]([c:2]1[cH:3][cH:4][cH:5][cH:6][cH:7]1)[O:8][C:9](=[O:10])[N:11]1[CH2:12][CH:13]([CH2:17][NH:18][c:19]2[n:20][c:21]([Cl:30])[n:22][cH:23][c:24]2[C:25](=[O:26])[OH:27])[CH2:14][CH2:15][CH2:16]1. Yields the product NC(CO)COc1ccccc1. RXN SMILES: [C:1]([O:2][C:3](=[O:7])[N:8]1[C:4]([CH3:5])([CH3:6])[O:10][CH2:11][CH:12]1[CH2:13][O:14][c:15]1[cH:16][cH:17][cH:18][cH:19][cH:20]1)([CH3:9])([CH3:21])[CH3:22].[ClH:23].[O:24]1[CH2:25][CH2:26][O:27][CH2:28][CH2:29]1>>[NH2:8][CH:12]([CH2:11][OH:10])[CH2:13][O:14][c:15]1[cH:16][cH:17][cH:18][cH:19][cH:20]1. The reactants are CC(C)(C)OC(=O)N1C(COc2ccccc2)COC1(C)C, Cl, C1COCCO1. Reactants: C(C)(C)(C)[Si](O[C@@H]1[C@H](O[C@H]([C@@H]1O[Si](C)(C)C(C)(C)C)N1C(N(C(C=C1)=O)CC1=CC=C(C=C1)OC)=O)[C@H]([C@@H](C(=O)OC(C)(C)C)N(CC1=CC=CC=C1)CC1=CC=CC=C1)O)(C)C (tert-Butyl (2S,3S)-3-[(2R,3R,4R,5R)-3,4-bis{[tert-butyl-(dimethyl)silyl]oxy}-5-(3-(4-methoxybenzyl)-2,4-dioxo-3,4-dihydro-1(2H)-pyrimidinyl)-tetrahydro-2-furanyl]-2-(dibenzylamino)-3-hydroxy-propanoate). The reagents and catalysts are [Pd] (palladium on carbon). Run in CO (methanol). Product: material, N[C@H](C(=O)OC(C)(C)C)[C@H](O)[C@H]1O[C@H]([C@@H]([C@@H]1O[Si](C)(C)C(C)(C)C)O[Si](C)(C)C(C)(C)C)N1C(N(C(C=C1)=O)CC1=CC=C(C=C1)OC)=O (tert-butyl (2S,3S)-2-amino-3-[(2R,3R,4R,5R)-3,4-bis{[tert-butyl-(dimethyl)silyl]oxy}-5-(3-(4-methoxybenzyl)-2,4-dioxo-3,4-dihydro-1(2H)-pyrimidinyl)-tetrahydro-2-furanyl]-3-hydroxypropanoate). The yield is 20.7%. Reaction SMILES: [C:1]([Si:5]([CH3:63])([CH3:62])[O:6][C@H:7]1[C@@H:11]([O:12][Si:13]([C:16]([CH3:19])([CH3:18])[CH3:17])([CH3:15])[CH3:14])[C@H:10]([N:20]2[CH:25]=[CH:24][C:23](=[O:26])[N:22]([CH2:27][C:28]3[CH:33]=[CH:32][C:31]([O:34][CH3:35])=[CH:30][CH:29]=3)[C:21]2=[O:36])[O:9][C@@H:8]1[C@@H:37]([OH:61])[C@H:38]([N:46](CC1C=CC=CC=1)CC1C=CC=CC=1)[C:39]([O:41][C:42]([CH3:45])([CH3:44])[CH3:43])=[O:40])([CH3:4])([CH3:3])[CH3:2]>[Pd].CO>[NH2:46][C@@H:38]([C@@H:37]([C@@H:8]1[C@@H:7]([O:6][Si:5]([C:1]([CH3:2])([CH3:3])[CH3:4])([CH3:63])[CH3:62])[C@@H:11]([O:12][Si:13]([C:16]([CH3:19])([CH3:18])[CH3:17])([CH3:14])[CH3:15])[C@H:10]([N:20]2[CH:25]=[CH:24][C:23](=[O:26])[N:22]([CH2:27][C:28]3[CH:33]=[CH:32][C:31]([O:34][CH3:35])=[CH:30][CH:29]=3)[C:21]2=[O:36])[O:9]1)[OH:61])[C:39]([O:41][C:42]([CH3:44])([CH3:43])[CH3:45])=[O:40]. Reported procedure: tert-Butyl (2S,3S)-3-[(2R,3R,4R,5R)-3,4-bis{[tert-butyl-(dimethyl)silyl]oxy}-5-(3-(4-methoxybenzyl)-2,4-dioxo-3,4-dihydro-1(2H)-pyrimidinyl)-tetrahydro-2-furanyl]-2-(dibenzylamino)-3-hydroxy-propanoate (850 mg, 0.942 mmole, obtained from Reference Example 4) was hydrogenated using 10% palladium on carbon in methanol (10 ml) under atmospheric pressure. The catalyst was removed and the volatile was removed in vacuo. The residue was chromatographed (flash column, silica gel, methylene chloride:meth...